Dataset: the Open Reaction Database (ORD), a public repository of structured organic reaction records. Task: describe an organic reaction: reactants, conditions, products, and yield The reactants are [OH-].[Na+] (sodium hydroxide), C(C1=CC=CC=C1)N1N=CC2=CC(=CC=C12)NC1=NC=NC2=CC=C(C=C12)I ((1-Benzyl-1H-indazol-5-yl)-(6-iodoquinazolin-4-yl)-amine), C(=O)[O-].[Na+] (sodium formate), C1(=CC=CC=C1)P(C1=CC=CC=C1)C1=CC=CC=C1 (triphenyl phosphine), bistriphenylphosphine palladium (II) chloride. The solvent is CN(C)C=O (DMF). The product is C(C1=CC=CC=C1)N1N=CC2=CC(=CC=C12)NC1=NC=NC2=CC=C(C=C12)C(=O)O ((4-(1-Benzyl-1H-indazol-5-ylamino)-quinazolin-6-yl)-carboxylic acid). The yield is 17.6%. RXN SMILES: [CH2:1]([N:8]1[C:16]2[C:11](=[CH:12][C:13]([NH:17][C:18]3[C:27]4[C:22](=[CH:23][CH:24]=[C:25](I)[CH:26]=4)[N:21]=[CH:20][N:19]=3)=[CH:14][CH:15]=2)[CH:10]=[N:9]1)[C:2]1[CH:7]=[CH:6][CH:5]=[CH:4][CH:3]=1.[CH:29]([O-:31])=[O:30].[Na+].C1(P(C2C=CC=CC=2)C2C=CC=CC=2)C=CC=CC=1.[OH-].[Na+]>CN(C=O)C>[CH2:1]([N:8]1[C:16]2[C:11](=[CH:12][C:13]([NH:17][C:18]3[C:27]4[C:22](=[CH:23][CH:24]=[C:25]([C:29]([OH:31])=[O:30])[CH:26]=4)[N:21]=[CH:20][N:19]=3)=[CH:14][CH:15]=2)[CH:10]=[N:9]1)[C:2]1[CH:7]=[CH:6][CH:5]=[CH:4][CH:3]=1 |f:1.2,4.5|. Procedure details: (1-Benzyl-1H-indazol-5-yl)-(6-iodoquinazolin-4-yl)-amine (0.48 g) in DMF under CO was treated with sodium formate (0.1 g) and catalytic quantities of triphenyl phosphine and bistriphenylphosphine palladium (II) chloride at 110° C. The mixture was cooled, added to 5% sodium hydroxide and extracted with ethyl acetate. The aqueous phase was treated with 2N HCl and the precipitated solid filtered and dried to give the title compound (0.07 g); δH [2H6]DMSO 13.35(1H,bs), 10.40(1H,s), 9.30(1H,s), 8.60(... The reactants are C(C1=CC=CC=C1)(=O)N1[C@H](C(=O)OC)C[C@@H](C1)OS(=O)(=O)C1=CC=C(C)C=C1 ((cis)-1-benzoyl-4-tosyloxy-L-proline, methyl ester), O (H2O), O.[OH-].[Li+] (lithium hydroxide mono hydrate). The solvent is C1CCOC1 (THF). Reaction conditions: time 3 hour. Product: C(C1=CC=CC=C1)(=O)N1[C@H](C(=O)O)C[C@@H](C1)OS(=O)(=O)C1=CC=C(C)C=C1 ((cis)-1-Benzoyl-4-tosyloxy-L-proline). RXN SMILES: [C:1]([N:9]1[CH2:17][C@@H:16]([O:18][S:19]([C:22]2[CH:28]=[CH:27][C:25]([CH3:26])=[CH:24][CH:23]=2)(=[O:21])=[O:20])[CH2:15][C@H:10]1[C:11]([O:13]C)=[O:12])(=[O:8])[C:2]1[CH:7]=[CH:6][CH:5]=[CH:4][CH:3]=1.O.O.[OH-].[Li+]>C1COCC1>[C:1]([N:9]1[CH2:17][C@@H:16]([O:18][S:19]([C:22]2[CH:23]=[CH:24][C:25]([CH3:26])=[CH:27][CH:28]=2)(=[O:20])=[O:21])[CH2:15][C@H:10]1[C:11]([OH:13])=[O:12])(=[O:8])[C:2]1[CH:3]=[CH:4][CH:5]=[CH:6][CH:7]=1 |f:2.3.4|. Procedure: A solution of (cis)-1-benzoyl-4-tosyloxy-L-proline, methyl ester (from the previous step) in THF.H2O (25 ml-5 ml) was stirred under argon and treated with lithium hydroxide mono hydrate (672 mg, 16 mmole). The reaction was stirred for 3 hours, concentrated in vacuo, acidified to pH 1.5 with HCl, and extracted with ethyl acetate. The organic extracts were dried, filtered and concentrated in vacuo to a white solid which was recrystallized twice from ethyl acetate to afford the title compound. The reactants are CO, Cl, CC(=O)Nc1ccc(Nc2ncccc2-c2ncnc3c2ncn3C2CCCCO2)cn1. Product: Cl, CC(=O)Nc1ccc(Nc2ncccc2-c2ncnc3[nH]cnc23)cn1. As a reaction SMILES: [CH3:34][OH:35].[ClH:33].[O:1]1[CH2:2][CH2:3][CH2:4][CH2:5][CH:6]1[n:7]1[c:8]2[n:9][cH:10][n:11][c:12](-[c:16]3[c:17]([NH:22][c:23]4[cH:24][cH:25][c:26]([NH:29][C:30]([CH3:31])=[O:32])[n:27][cH:28]4)[n:18][cH:19][cH:20][cH:21]3)[c:13]2[n:14][cH:15]1>>[ClH:33].[nH:7]1[c:8]2[n:9][cH:10][n:11][c:12](-[c:16]3[c:17]([NH:22][c:23]4[cH:24][cH:25][c:26]([NH:29][C:30]([CH3:31])=[O:32])[n:27][cH:28]4)[n:18][cH:19][cH:20][cH:21]3)[c:13]2[n:14][cH:15]1. Reactants: C(C1=CC=CC=C1)OC1=C(C(=O)NC2=NN=NN2)C=C(C=C1)C(F)(F)F (2-Benzyloxy-5-trifluoromethyl-N-(tetrazol-5-yl)benzamide). Reagents/catalysts: [Pd] (palladium on charcoal). Run in C(C)O (ethanol). Product: FC(C=1C=CC(=C(C(=O)NC2=NN=NN2)C1)O)(F)F (5-trifluoromethyl-2-hydroxy-N-(tetrazol-5-yl)benzamide). Yield: 41.9%. Reaction SMILES: C([O:8][C:9]1[CH:22]=[CH:21][C:20]([C:23]([F:26])([F:25])[F:24])=[CH:19][C:10]=1[C:11]([NH:13][C:14]1[NH:18][N:17]=[N:16][N:15]=1)=[O:12])C1C=CC=CC=1>C(O)C.[Pd]>[F:25][C:23]([F:24])([F:26])[C:20]1[CH:21]=[CH:22][C:9]([OH:8])=[C:10]([CH:19]=1)[C:11]([NH:13][C:14]1[NH:18][N:17]=[N:16][N:15]=1)=[O:12]. Procedure details: 2-Benzyloxy-5-trifluoromethyl-N-(tetrazol-5-yl)benzamide (2.7 g) was dissolved in ethanol (500 ml), and the solution was hydrogenated at 25° C. and 5 kg/cm2 pressure, using a 5% palladium on charcoal catalyst. The reaction mixture was then filtered, and evaporated under vacuum. The resulting solid was recrystallized from isopropanol, with the aid of charcoal, to give 5-trifluoromethyl-2-hydroxy-N-(tetrazol-5-yl)benzamide (0.85 g), m.p. 245°-246° C. (with decomposition). Starting materials: CN(C=O)C (dimethylformamide), C[Si](C)(C)C(C(=O)N)[Si](C)(C)C (bis(trimethylsilyl)acetamide), C(CCCCCCCCCCC)(=O)OC(CCCCCCCCCCC)=O (lauric anhydride), Compound ( 1 ), CN1CCOCC1 (N-methylmorpholine), ClC(=O)OCC(C)C (isobutyl chloroformate), C(C)(C)OC(C)C (isopropyl ether). The solvent is C(Cl)Cl (methylene chloride), C(C)(=O)OCC (ethyl acetate), C(Cl)Cl (methylene chloride). Conditions: temperature 0 celsius, time 20 minute. Product: C[C@H](C(=O)ON1C(=O)CCC1=O)NC(=O)OC(C)(C)C (Boc--D--Ala--OSu). Reaction SMILES: CN1[CH2:7][CH2:6][O:5]CC1.ClC(O[CH2:12][CH:13]([CH3:15])[CH3:14])=O.C([O:29][C:30](=[O:42])[CH2:31][CH2:32]CCCCCCCCC)(=O)CCCCCCCCCCC.C[Si]([CH:47]([Si](C)(C)C)[C:48]([NH2:50])=[O:49])(C)C.C([O:58]C(C)C)(C)C.C[N:63](C)[CH:64]=[O:65]>C(Cl)Cl.C(OCC)(=O)C>[CH3:32][C@@H:31]([NH:63][C:64]([O:65][C:13]([CH3:15])([CH3:14])[CH3:12])=[O:58])[C:30]([O:29][N:50]1[C:6](=[O:5])[CH2:7][CH2:47][C:48]1=[O:49])=[O:42]. Procedure details: To a cooled mixture of Compound (1) (2.43 g.) and N-methylmorpholine (0.71 g.) in methylene chloride (40 ml.) was added dropwise isobutyl chloroformate (960 mg.) and the mixture was stirred for 20 minutes at 0° C. To this mixture was added a solution of Compound (2) (2.83 g.) in a mixture of methylene chloride (20 ml.) and dimethylformamide (10 ml.) containing bis(trimethylsilyl)acetamide (2 ml.). The reaction mixture was stirred for 2 hours and then concentrated to give an oily residue, which w...